This data is from the Open Reaction Database (ORD), a public repository of structured organic reaction records. The task is: describe an organic reaction: reactants, conditions, products, and yield Reactants: C(C)(C)[Mg]Cl (isopropylmagnesium chloride), O (water), CC(C)(C)C=1C=C(C=C(C1O)C(C)(C)C)SCCC=O (3-[[3,5-bis(1,1-dimethylethyl)-4-hydroxyphenyl]thio]propanal), Cl (hydrochloric acid). The solvent is O1CCCC1 (tetrahydrofuran), O1CCCC1 (tetrahydrofuran). Run at temperature 12.5 celsius, time 3 hour. The product is CC(C)(C)C1=C(C=CC(=C1)SCCC(C(C)C)O)O (1,1-dimethylethyl-4-[(3-hydroxy-4-methylpentyl)thio]phenol). As a reaction SMILES: CC([C:5]1[CH:6]=[C:7]([S:16][CH2:17][CH2:18][CH:19]=[O:20])[CH:8]=[C:9]([C:12]([CH3:15])([CH3:14])[CH3:13])[C:10]=1[OH:11])(C)C.[CH:21]([Mg]Cl)([CH3:23])[CH3:22].Cl.O>O1CCCC1>[CH3:15][C:12]([C:9]1[CH:8]=[C:7]([S:16][CH2:17][CH2:18][CH:19]([OH:20])[CH:21]([CH3:23])[CH3:22])[CH:6]=[CH:5][C:10]=1[OH:11])([CH3:13])[CH3:14]. Procedure: 2.0 g of the aldehyde of Example 4 was dissolved in 20 ml of dry tetrahydrofuran under argon and added to 8.5 ml of 2 M isopropylmagnesium chloride in tetrahydrofuran that had previously been added under argon gas to a flask that had been dried in vacuo overnight. Reaction temperature was maintained at 10-15° C. with an ice bath. When addition was complete, the reaction mixture was allowed warm to room temperature and stirred for 3 hours. 2 N hydrochloric acid (2 ml) was added followed by 50 ml ... Product: COc1cc(-c2nc3ccccc3o2)ccc1-c1cccc(N2CCOCC2)n1. The reactants are COc1cc(-c2nc3ccccc3o2)ccc1-c1cccc(Br)n1, C1COCCN1, CC(C)(C)[O-], [Na+], O=C(C=Cc1ccccc1)C=Cc1ccccc1, O=C(C=Cc1ccccc1)C=Cc1ccccc1, O=C(C=Cc1ccccc1)C=Cc1ccccc1, [Pd], [Pd], c1ccc(P(c2ccccc2)c2ccc3ccccc3c2-c2c(P(c3ccccc3)c3ccccc3)ccc3ccccc23)cc1. As a reaction SMILES: [Br:1][c:2]1[cH:3][cH:4][cH:5][c:6](-[c:8]2[c:9]([O:23][CH3:24])[cH:10][c:11](-[c:14]3[o:15][c:16]4[c:17]([n:18]3)[cH:19][cH:20][cH:21][cH:22]4)[cH:12][cH:13]2)[n:7]1.[CH2:25]1[CH2:26][O:27][CH2:28][CH2:29][NH:30]1.[CH3:77][C:78]([CH3:79])([O-:80])[CH3:81].[Na+:82].[O:103]=[C:104]([CH:105]=[CH:106][c:107]1[cH:108][cH:109][cH:110][cH:111][cH:112]1)[CH:113]=[CH:114][c:115]1[cH:116][cH:117][cH:118][cH:119][cH:120]1.[O:121]=[C:122]([CH:123]=[CH:124][c:125]1[cH:126][cH:127][cH:128][cH:129][cH:130]1)[CH:131]=[CH:132][c:133]1[cH:134][cH:135][cH:136][cH:137][cH:138]1.[O:85]=[C:86]([CH:87]=[CH:88][c:89]1[cH:90][cH:91][cH:92][cH:93][cH:94]1)[CH:95]=[CH:96][c:97]1[cH:98][cH:99][cH:100][cH:101][cH:102]1.[Pd:83].[Pd:84].[cH:31]1[cH:32][cH:33][c:34]([P:35]([c:36]2[cH:37][cH:38][c:39]3[c:40]([cH:41][cH:42][cH:43][cH:44]3)[c:45]2-[c:46]2[c:47]3[c:48]([cH:49][cH:50][cH:51][cH:52]3)[cH:53][cH:54][c:55]2[P:56]([c:57]2[cH:58][cH:59][cH:60][cH:61][cH:62]2)[c:63]2[cH:64][cH:65][cH:66][cH:67][cH:68]2)[c:69]2[cH:70][cH:71][cH:72][cH:73][cH:74]2)[cH:75][cH:76]1>>[c:2]1([N:30]2[CH2:25][CH2:26][O:27][CH2:28][CH2:29]2)[cH:3][cH:4][cH:5][c:6](-[c:8]2[c:9]([O:23][CH3:24])[cH:10][c:11](-[c:14]3[o:15][c:16]4[c:17]([n:18]3)[cH:19][cH:20][cH:21][cH:22]4)[cH:12][cH:13]2)[n:7]1. Starting materials: NC1=CC=C(C(=O)O)C=C1C(F)(F)F (4-amino-5-trifluoromethylbenzoic acid), S(=O)(=O)(Cl)Cl (sulphuryl chloride). Run in C(Cl)(Cl)Cl (chloroform). Product: NC1=C(C=C(C(=O)O)C=C1C(F)(F)F)Cl (4-Amino-3-chloro-5-trifluoromethylbenzoic acid). RXN SMILES: [NH2:1][C:2]1[C:10]([C:11]([F:14])([F:13])[F:12])=[CH:9][C:5]([C:6]([OH:8])=[O:7])=[CH:4][CH:3]=1.S(Cl)([Cl:18])(=O)=O>C(Cl)(Cl)Cl>[NH2:1][C:2]1[C:10]([C:11]([F:12])([F:13])[F:14])=[CH:9][C:5]([C:6]([OH:8])=[O:7])=[CH:4][C:3]=1[Cl:18]. Reported procedure: 7.8 g (40 mmol) of 4-amino-5-trifluoromethylbenzoic acid in 80 ml of chloroform are placed in a 500 ml round-bottomed flask in the presence of 9.97 ml (50 mmol) of sulphuryl chloride, and the mixture is stirred under reflux overnight. Starting materials: O=C1c2ccccc2C(=O)N1CCn1nc(-c2c(-c3ccccc3)nn3ccccc23)ccc1=O, CCO, NN, O. Product: NCCn1nc(-c2c(-c3ccccc3)nn3ccccc23)ccc1=O. As a reaction SMILES: [C:1]1(=[O:2])[N:5]([CH2:6][CH2:7][n:8]2[n:9][c:10](-[c:15]3[c:16](-[c:24]4[cH:25][cH:26][cH:27][cH:28][cH:29]4)[n:17][n:18]4[c:19]3[cH:20][cH:21][cH:22][cH:23]4)[cH:11][cH:12][c:13]2=[O:14])[C:3](=[O:4])[c:30]2[cH:31][cH:32][cH:33][cH:34][c:35]21.[CH3:39][CH2:40][OH:41].[NH2:37][NH2:38].[OH2:36]>>[NH2:5][CH2:6][CH2:7][n:8]1[n:9][c:10](-[c:15]2[c:16](-[c:24]3[cH:25][cH:26][cH:27][cH:28][cH:29]3)[n:17][n:18]3[c:19]2[cH:20][cH:21][cH:22][cH:23]3)[cH:11][cH:12][c:13]1=[O:14]. Starting materials: CCOC(C)=O, CC1(C)C(C#CC(=O)OCC(F)(F)F)C1C(=O)O, [H][H], [OH-], [OH-], [Pd+2], c1ccc2ncccc2c1. The product is CC1(C)C(C=CC(=O)OCC(F)(F)F)C1C(=O)O. RXN SMILES: [CH3:34][CH2:35][O:36][C:37](=[O:38])[CH3:39].[CH3:3][C:4]1([CH3:20])[CH:5]([C:17](=[O:18])[OH:19])[CH:6]1[C:7]#[C:8][C:9]([O:10][CH2:11][C:12]([F:13])([F:14])[F:15])=[O:16].[H:1][H:2].[OH-:31].[OH-:33].[Pd+2:32].[cH:21]1[cH:22][c:23]2[c:24]([n:25][cH:26][cH:27][cH:28]2)[cH:29][cH:30]1>>[CH3:3][C:4]1([CH3:20])[CH:5]([C:17](=[O:18])[OH:19])[CH:6]1[CH:7]=[CH:8][C:9]([O:10][CH2:11][C:12]([F:13])([F:14])[F:15])=[O:16]. Reactants: O=C(c1ccc2c(c1)CCCO2)c1cc(I)ccc1Br, CC#N, CC[SiH](CC)CC, ClCCl. Yields the product Brc1ccc(I)cc1Cc1ccc2c(c1)CCCO2. RXN SMILES: [Br:1][c:2]1[c:3]([C:9](=[O:10])[c:11]2[cH:12][c:13]3[c:18]([cH:19][cH:20]2)[O:17][CH2:16][CH2:15][CH2:14]3)[cH:4][c:5]([I:8])[cH:6][cH:7]1.[C:31](#[N:32])[CH3:33].[CH2:21]([SiH:22]([CH2:23][CH3:24])[CH2:25][CH3:26])[CH3:27].[Cl:28][CH2:29][Cl:30]>>[Br:1][c:2]1[c:3]([CH2:9][c:11]2[cH:12][c:13]3[c:18]([cH:19][cH:20]2)[O:17][CH2:16][CH2:15][CH2:14]3)[cH:4][c:5]([I:8])[cH:6][cH:7]1. The reactants are NC1=CC(=CC2=CC(=CC(=C12)O)S(=O)(=O)O)S(=O)(=O)O (1-amino-8-hydroxy-naphthalene-3,6-disulphonic acid), [Na] (monosodium), N(=O)[O-].[Na+] (sodium nitrite), [OH-].[Na+] (sodium hydroxide), C([O-])(O)=O.[Na+] (sodium bicarbonate), diazo, C(C)(=O)NC=1C=C(C(=CC1)S(=O)(=O)O)N (3-acetylamino-1-aminobenzene-6-sulphonic acid), Cl (hydrochloric acid). Run in O (water). The product is diazo, S(=O)(C1=CC=C(C=C1)N)(=O)O (sulphanilic acid). RXN SMILES: C([NH:4][C:5]1[CH:6]=[C:7](N)[C:8]([S:11]([OH:14])(=[O:13])=[O:12])=[CH:9][CH:10]=1)(=O)C.Cl.N([O-])=O.[Na+].NC1C2C(=CC(S(O)(=O)=O)=CC=2O)C=C(S(O)(=O)=O)C=1.[Na].[OH-].[Na+].C(=O)(O)[O-].[Na+]>O>[S:11]([OH:14])(=[O:13])([C:8]1[CH:7]=[CH:6][C:5]([NH2:4])=[CH:10][CH:9]=1)=[O:12] |f:2.3,6.7,8.9,^1:40|. Reported procedure: 25.3 parts of 3-acetylamino-1-aminobenzene-6-sulphonic acid are diazotised in 500 parts of water with hydrochloric acid and sodium nitrite. The resultant strongly acid diazo comppound is treated with 32 parts of 1-amino-8-hydroxy-naphthalene-3,6-disulphonic acid in the form of the monosodium salt and the mixture is stirred at room temperature until no more diazo compound can be detected. The coupling mixture is then neutralised with sodium hydroxide solution, treated first with 20 parts of sodiu...